This data is from the Open Reaction Database (ORD), a public repository of structured organic reaction records. The task is: describe an organic reaction: reactants, conditions, products, and yield Starting materials: Intermediate 7, FC1=CC(=C(CNC(=O)C=2N=C3N(C(C2OCC2=CC=CC=C2)=O)CCC3(C)C)C=C1)C(NC)=O (N-(4-fluoro-2-(methylcarbamoyl)benzyl)-3-(benzyloxy)-8,8-dimethyl-4-oxo-4,6,7,8-tetrahydropyrrolo[1,2-a]pyrimidine-2-carboxamide), FC(C(=O)O)(F)F (trifluoroacetic acid). Yields the product FC1=CC(=C(CNC(=O)C=2N=C3N(C(C2O)=O)CCC3(C)C)C=C1)C(NC)=O (N-(4-Fluoro-2-(methylcarbamoyl)benzyl)-3-hydroxy-8,8-dimethyl-4-oxo-4,6,7,8-tetrahydropyrrolo[1,2-a]pyrimidine-2-carboxamide). As a reaction SMILES: [F:1][C:2]1[CH:31]=[CH:30][C:5]([CH2:6][NH:7][C:8]([C:10]2[N:11]=[C:12]3[C:27]([CH3:29])([CH3:28])[CH2:26][CH2:25][N:13]3[C:14](=[O:24])[C:15]=2[O:16]CC2C=CC=CC=2)=[O:9])=[C:4]([C:32](=[O:35])[NH:33][CH3:34])[CH:3]=1.FC(F)(F)C(O)=O>>[F:1][C:2]1[CH:31]=[CH:30][C:5]([CH2:6][NH:7][C:8]([C:10]2[N:11]=[C:12]3[C:27]([CH3:29])([CH3:28])[CH2:26][CH2:25][N:13]3[C:14](=[O:24])[C:15]=2[OH:16])=[O:9])=[C:4]([C:32](=[O:35])[NH:33][CH3:34])[CH:3]=1. Procedure: Intermediate 7, N-(4-fluoro-2-(methylcarbamoyl)benzyl)-3-(benzyloxy)-8,8-dimethyl-4-oxo-4,6,7,8-tetrahydropyrrolo[1,2-a]pyrimidine-2-carboxamide was treated with trifluoroacetic acid, according to Method D to provide the title compound 1H NMR (300 MHz, CDCl3) δ ppm: 12.12 (1H, br), 8.71 (1H, br), 7.47 (1H, dd, J=8.1, 5.5 Hz), 7.05–7.2 (2H, m), 6.26 (1H, br), 4.59 (2H, d, J=6.6 Hz), 3.95–4.06 (2H, m), 3.00 (3H, d, J=4.8 Hz), 1.99–2.08 (2H, m), 1.31 (6H, s); HRMS (ESI) calcd for C19H22FN4O4(M+H) 3... Starting materials: CC(C)(C)OC(=O)N1CCNC(=O)C1, CC(C)(C)OC(=O)OC(=O)OC(C)(C)C, CI, CN(C)C=O, [Cl-], [H-], [Na+], [Na+], O=C1CNCCN1. Product: CN1CCN(C(=O)OC(C)(C)C)CC1=O. As a reaction SMILES: [C:1]([CH3:2])([CH3:3])([CH3:4])[O:5][C:6](=[O:7])[N:8]1[CH2:9][C:10](=[O:14])[NH:11][CH2:12][CH2:13]1.[C:22]([O:23][C:24]([O:25][C:26]([CH3:27])([CH3:28])[CH3:29])=[O:30])([O:31][C:32]([CH3:33])([CH3:34])[CH3:35])=[O:36].[CH3:39][I:40].[CH3:43][N:44]([CH3:45])[CH:46]=[O:47].[Cl-:42].[H-:37].[Na+:38].[Na+:41].[O:15]=[C:16]1[CH2:17][NH:18][CH2:19][CH2:20][NH:21]1>>[C:1]([CH3:2])([CH3:3])([CH3:4])[O:5][C:6](=[O:7])[N:8]1[CH2:9][C:10](=[O:14])[N:11]([CH3:16])[CH2:12][CH2:13]1. Isolated yield 76.5%. Run in ClCCl (dichloromethane). Reported procedure: Add DIBAL-H (1M in THF, 2.0 mL, 2.0 mmol) to a 0° C. solution of 3-[2-(4-bromo-phenyl)-5-methyl-oxazol-4-yl]-propionaldehyde (0.395 g, 1.39 mmol) in dichloromethane. After 15 min add 1N HCl and warm to room temperature. Add 5N HCl and stir until two clear, homogeneous layers are formed. Separate the layers and extract the aqueous layer with dichloromethane. Dry the crude organic extracts over MgSO4, filter, and concentrate. Purify on silica gel (0-70% EtOAc/Hexanes) to give the title compound (0... The reactants are Cl (HCl), CC(C)C[AlH]CC(C)C (DIBAL-H), BrC1=CC=C(C=C1)C=1OC(=C(N1)CCC=O)C (3-[2-(4-bromo-phenyl)-5-methyl-oxazol-4-yl]-propionaldehyde), Cl (HCl). As a reaction SMILES: CC(C[AlH]CC(C)C)C.[Br:10][C:11]1[CH:16]=[CH:15][C:14]([C:17]2[O:18][C:19]([CH3:26])=[C:20]([CH2:22][CH2:23][CH:24]=[O:25])[N:21]=2)=[CH:13][CH:12]=1.Cl>ClCCl>[Br:10][C:11]1[CH:12]=[CH:13][C:14]([C:17]2[O:18][C:19]([CH3:26])=[C:20]([CH2:22][CH2:23][CH2:24][OH:25])[N:21]=2)=[CH:15][CH:16]=1. Yields the product BrC1=CC=C(C=C1)C=1OC(=C(N1)CCCO)C (3-[2-(4-bromo-phenyl)-5-methyl-oxazol-4-yl]-propan-1-ol). Reactants: C1CCOC1, Cc1cccc2cc(C=O)c(-c3ccccc3C(F)(F)F)nc12, Cc1cccc2cc(CO)c(-c3ccccc3C(F)(F)F)nc12, ClC(Cl)Cl, O=S(Cl)Cl. Product: Cc1cccc2cc(CCl)c(-c3ccccc3C(F)(F)F)nc12. RXN SMILES: [CH2:51]1[O:52][CH2:53][CH2:54][CH2:55]1.[CH3:1][c:2]1[cH:3][cH:4][cH:5][c:6]2[cH:7][c:8]([CH:22]=[O:23])[c:9](-[c:12]3[c:13]([C:18]([F:19])([F:20])[F:21])[cH:14][cH:15][cH:16][cH:17]3)[n:10][c:11]12.[CH3:24][c:25]1[cH:26][cH:27][cH:28][c:29]2[c:30]1[n:31][c:32](-[c:33]1[cH:34][cH:35][cH:36][cH:37][c:38]1[C:39]([F:40])([F:41])[F:42])[c:43]([CH2:44][OH:45])[cH:46]2.[Cl:56][CH:57]([Cl:58])[Cl:59].[S:47]([Cl:48])([Cl:49])=[O:50]>>[CH3:1][c:2]1[cH:3][cH:4][cH:5][c:6]2[cH:7][c:8]([CH2:22][Cl:49])[c:9](-[c:12]3[c:13]([C:18]([F:19])([F:20])[F:21])[cH:14][cH:15][cH:16][cH:17]3)[n:10][c:11]12. Starting materials: CC(=O)OCc1cc(O)n2nc(COC(C)=O)nc2n1, CN(C)c1ccccc1, ClC(Cl)Cl, O=P(Cl)(Cl)Cl. Product: CC(=O)OCc1cc(Cl)n2nc(COC(C)=O)nc2n1. As a reaction SMILES: [C:10]([CH3:11])(=[O:12])[O:13][CH2:14][c:15]1[n:16][n:17]2[c:18]([n:19][c:20]([CH2:24][O:25][C:26]([CH3:27])=[O:28])[cH:21][c:22]2[OH:23])[n:29]1.[CH3:1][N:2]([c:3]1[cH:4][cH:5][cH:6][cH:7][cH:8]1)[CH3:9].[CH:30]([Cl:31])([Cl:32])[Cl:33].[P:34]([Cl:35])([Cl:36])([Cl:37])=[O:38]>>[C:10]([CH3:11])(=[O:12])[O:13][CH2:14][c:15]1[n:16][n:17]2[c:18]([n:19][c:20]([CH2:24][O:25][C:26]([CH3:27])=[O:28])[cH:21][c:22]2[Cl:31])[n:29]1. The reactants are Cl.ClCC1=NC=CC(=C1C)OC (2-chloromethyl-4-methoxy 3-methylpyridine hydrochloride), ClC1=CC2=C(N=C(N2)S)C=C1Cl (5,6-dichloro-2-benzimidazolethiol), [OH-].[Na+] (sodium hydroxide). The solvent is alcohol, O (water). The product is ClC1=CC2=C(N=C(N2)SCC2=NC=CC(=C2C)OC)C=C1Cl (5,6-dichloro-2-[[(4-methoxy-3-methyl-2-pyridyl)methyl]thio]benzimidazole). RXN SMILES: [Cl:1][C:2]1[C:11]([Cl:12])=[CH:10][C:5]2[N:6]=[C:7]([SH:9])[NH:8][C:4]=2[CH:3]=1.Cl.Cl[CH2:15][C:16]1[C:21]([CH3:22])=[C:20]([O:23][CH3:24])[CH:19]=[CH:18][N:17]=1.[OH-].[Na+]>O>[Cl:12][C:11]1[C:2]([Cl:1])=[CH:3][C:4]2[N:8]=[C:7]([S:9][CH2:15][C:16]3[C:21]([CH3:22])=[C:20]([O:23][CH3:24])[CH:19]=[CH:18][N:17]=3)[NH:6][C:5]=2[CH:10]=1 |f:1.2,3.4|. Procedure: A suspension of 13 g of 5,6-dichloro-2-benzimidazolethiol in 360 ml of alcohol was treated with 13 g of 2-chloromethyl-4-methoxy 3-methylpyridine hydrochloride. A solution of 4 g of sodium hydroxide in 170 ml of water was added dropwise thereto while cooling with ice. The mixture was left to boil at reflux overnight and then concentrated to about 1/3 of its volume in a vacuum. After the addition of 600 ml of water the crystals were filtered off and thereupon washed thoroughly with water and then... Reactants: BrC1=CC=C(C=C1)C1=C(C(=NO1)C)CC(=O)O ([5-(4-bromo-phenyl)-3-methyl-isoxazol-4-yl]-acetic acid), C1NCC2=CC=CC=C12 (2,3-dihydro-1H-isoindole). The product is BrC1=CC=C(C=C1)C1=C(C(=NO1)C)CC(=O)N1CC2=CC=CC=C2C1 (2-[5-(4-Bromo-phenyl)-3-methyl-isoxazol-4-yl]-1-(1,3-dihydro-isoindol-2-yl)-ethanone). Reaction SMILES: [Br:1][C:2]1[CH:7]=[CH:6][C:5]([C:8]2[O:12][N:11]=[C:10]([CH3:13])[C:9]=2[CH2:14][C:15]([OH:17])=O)=[CH:4][CH:3]=1.[CH2:18]1[C:26]2[C:21](=[CH:22][CH:23]=[CH:24][CH:25]=2)[CH2:20][NH:19]1>>[Br:1][C:2]1[CH:3]=[CH:4][C:5]([C:8]2[O:12][N:11]=[C:10]([CH3:13])[C:9]=2[CH2:14][C:15]([N:19]2[CH2:20][C:21]3[C:26](=[CH:25][CH:24]=[CH:23][CH:22]=3)[CH2:18]2)=[O:17])=[CH:6][CH:7]=1. Procedure: Prepared according to the procedure described in Example 33, Step 4, using [5-(4-bromo-phenyl)-3-methyl-isoxazol-4-yl]-acetic acid and 2,3-dihydro-1H-isoindole. Reactants: CO, NCc1ccccc1, [Na+], [OH-], OCC1CCC(CO)O1, Cc1ccc(S(=O)(=O)O)cc1, Cc1ccc(S(=O)(=O)O)cc1. Product: c1ccc(CN2CC3CCC(C2)O3)cc1. Reaction SMILES: [CH3:42][OH:43].[NH2:32][CH2:33][c:34]1[cH:35][cH:36][cH:37][cH:38][cH:39]1.[Na+:41].[OH-:40].[OH:23][CH2:24][CH:25]1[O:26][CH:27]([CH2:30][OH:31])[CH2:28][CH2:29]1.[c:12]1([CH3:13])[cH:14][cH:15][c:16]([S:17]([OH:18])(=[O:19])=[O:20])[cH:21][cH:22]1.[c:1]1([CH3:2])[cH:3][cH:4][c:5]([S:6]([OH:7])(=[O:8])=[O:9])[cH:10][cH:11]1>>[CH2:24]1[CH:25]2[O:26][CH:27]([CH2:28][CH2:29]2)[CH2:30][N:32]1[CH2:33][c:34]1[cH:35][cH:36][cH:37][cH:38][cH:39]1. Starting materials: FC=1C=C(C=CC1)C1OC2=CC=C(C=C2CC1)O (2-(3-fluorophenyl)chroman-6-ol), C(C)C1=CC=C(C=C1)C1OC2=CC=C(C=C2C(C1)O)O (2-(4-ethyl-phenyl)chroman-4,6-diol). Reported procedure: 2-(4-Ethylphenyl)chroman-6-ol was prepared as described for 2-(3-fluorophenyl)chroman-6-ol in Example 9(c) starting from 425 mg of 2-(4-ethyl-phenyl)chroman-4,6-diol. The product was purified using heptane-ethyl acetate (3:1) as an eluant. 1H NMR (400 MHz, CD3OD) δ: 7.26 (d, 2H, J 8.2 Hz), 7.13 (d, 2H, J 8.2 Hz), 6.65 (d, 1H, J 8.6 Hz), 6.55 (dd, 1H, J 8.6, 2.8 Hz), 6.51 (d, 1H, J 2.8 Hz), 4.83 (dd, 1H, J 10.1, 2.3 Hz), 2.84 (m, 1H), 2.62 (m, 1H), 2.59 (q, 2H, J 7.6 Hz), 2.03 (m, 1H), 1.93 (m, 1... The product is C(C)C1=CC=C(C=C1)C1OC2=CC=C(C=C2CC1)O (2-(4-Ethylphenyl)chroman-6-ol). As a reaction SMILES: FC1C=C(C2CCC3C(=CC=C(O)C=3)O2)C=CC=1.[CH2:19]([C:21]1[CH:26]=[CH:25][C:24]([CH:27]2[CH2:36][CH:35](O)[C:34]3[C:29](=[CH:30][CH:31]=[C:32]([OH:38])[CH:33]=3)[O:28]2)=[CH:23][CH:22]=1)[CH3:20]>>[CH2:19]([C:21]1[CH:22]=[CH:23][C:24]([CH:27]2[CH2:36][CH2:35][C:34]3[C:29](=[CH:30][CH:31]=[C:32]([OH:38])[CH:33]=3)[O:28]2)=[CH:25][CH:26]=1)[CH3:20]. Reported procedure: NaH (60% dispersion in mineral oil, 72.3 mmol) was washed several times with n-hexane and suspended in DMF. A mixture of phenylacetonitrile (24.1 mmol) and de-O-p-toluene-sulfonyl-2,2-dimethyl-1,5-pentanediol (24.1 mmol) in DMF was added dropwise. The reaction mixture was stirred at 70° C. for 3 h and DMF was evaporated under reduced pressure. Excess hydride was then decomposed by the cautious addition of H2O. Extraction with Et2O, drying of the organic layer (MgSO4) and evaporation of the solve... Solvent: CCCCCC (n-hexane). Starting materials: C1(=CC=CC=C1)CC#N (phenylacetonitrile), C1(=CC=C(C=C1)S(=O)(=O)OCC(CCCO)(C)C)C (O-p-toluene-sulfonyl-2,2-dimethyl-1,5-pentanediol), CN(C)C=O (DMF), CN(C)C=O (DMF), [H-].[Na+] (NaH). Product: C1(=CC=CC=C1)C1(CC(CCC1)(C)C)CC#N (1-phenyl-3,3-dimethylcyclohexaneacetonitrile). Reaction conditions: temperature 70 celsius, time 3 hour. Reaction SMILES: [H-].[Na+].[C:3]1([CH2:9][C:10]#N)[CH:8]=[CH:7][CH:6]=[CH:5][CH:4]=1.C1(C)C=CC(S(O[CH2:22][C:23]([CH3:29])([CH3:28])[CH2:24][CH2:25][CH2:26]O)(=O)=O)=CC=1.C[N:32]([CH:34]=O)C>CCCCCC>[C:3]1([C:9]2([CH2:10][C:34]#[N:32])[CH2:26][CH2:25][CH2:24][C:23]([CH3:29])([CH3:28])[CH2:22]2)[CH:8]=[CH:7][CH:6]=[CH:5][CH:4]=1 |f:0.1|.